This data is from the Open Reaction Database (ORD), a public repository of structured organic reaction records. The task is: describe an organic reaction: reactants, conditions, products, and yield The reactants are CCOC(=O)/N=N/C(=O)OCC (diethylazodicarboxylate), resultant solution, [C@H]12[C@@H](O)C=C[C@H](O1)CO2 (1,6-anhydro-3,4-dideoxy-β-D-threo-hex-3-enopyranose), C1(=CC=CC=C1)P(C1=CC=CC=C1)C1=CC=CC=C1 (triphenyl phosphine), ClC=1C=C(C(=O)O)C=C(C1)Cl (3,5-dichlorobenzoic acid). Solvent: C1CCOC1 (THF), C1CCOC1 (THF). Yields the product ClC=1C=C(C(=O)O[C@H]2[C@H]3O[C@@H](C=C2)CO3)C=C(C1)Cl (1,6-anhydro-2-O-(3,5-dichlorobenzoyl)-3,4-dideoxy-β-D-erythro-hex-3-enopyranose). The yield is 77.7%. As a reaction SMILES: [C@@H:1]12[O:9][CH2:8][C@@H:6]([O:7]1)[CH:5]=[CH:4][C@@H:2]2[OH:3].C1(P(C2C=CC=CC=2)C2C=CC=CC=2)C=CC=CC=1.[Cl:29][C:30]1[CH:31]=[C:32]([CH:36]=[C:37]([Cl:39])[CH:38]=1)[C:33](O)=[O:34].CCOC(/N=N/C(OCC)=O)=O>C1COCC1>[Cl:29][C:30]1[CH:31]=[C:32]([CH:36]=[C:37]([Cl:39])[CH:38]=1)[C:33]([O:3][C@@H:2]1[CH:4]=[CH:5][C@H:6]2[CH2:8][O:9][C@@H:1]1[O:7]2)=[O:34]. Procedure details: 1.28 g (10.0 mmol) of 1,6-anhydro-3,4-dideoxy-β-D-threo-hex-3-enopyranose, 5.25 g (20.0 mmol) of triphenyl phosphine, and 3.80 g (20.0 mmol) of 3,5-dichlorobenzoic acid were added to 16 ml of dry THF, and a solution obtained by dissolving 3.48 g (20.0 mmol) of diethylazodicarboxylate in 16 ml of dry THF was gradually dropped in the above mixture in a nitrogen-sealed ice-water bath. The resultant solution was stirred at room temperature for 41 hours. The solvent was distilled from the reaction so...